Dataset: the Open Reaction Database (ORD), a public repository of structured organic reaction records. Task: describe an organic reaction: reactants, conditions, products, and yield The reactants are CC(C)C=1C=C(C(=CC1)N)N (4-(1-methylethyl)-1,2-benzenediamine), C(C)(C)(C)OC(=O)N[C@@H]([C@H](OC)C)C(=O)O (N-(tert-butoxycarbonyl)-O-methyl-L-threonine). Yields the product CO[C@@H]([C@H](N)C1=NC2=C(N1)C=CC(=C2)C(C)C)C ((1R,2R)-2-Methoxy-1-[5-(propan-2-yl)-1H-benzimidazol-2-yl]propan-1-amine). RXN SMILES: [CH3:1][CH:2]([C:4]1[CH:5]=[C:6]([NH2:11])[C:7]([NH2:10])=[CH:8][CH:9]=1)[CH3:3].C(OC([NH:19][C@H:20]([C:25](O)=O)[C@@H:21]([CH3:24])[O:22][CH3:23])=O)(C)(C)C>>[CH3:23][O:22][C@H:21]([CH3:24])[C@@H:20]([C:25]1[NH:10][C:7]2[CH:8]=[CH:9][C:4]([CH:2]([CH3:1])[CH3:3])=[CH:5][C:6]=2[N:11]=1)[NH2:19]. Procedure details: The title compound was prepared according to Method 4 using 4-(1-methylethyl)-1,2-benzenediamine and N-(tert-butoxycarbonyl)-O-methyl-L-threonine (Preparation 51). The residue was purified by elution through an SCX cartridge. The solvent is CC(=O)C (acetone). Reported procedure: A mixture of the compound (55 mg) obtained in Example 1f, ethyl iodide (0.039 ml) and acetone (5 ml) was heated under reflux for 14 hours and then concentrated at reduced pressure. Saturated sodium hydrogencarbonate solution was added to the resulting residue and extraction with ethyl acetate was conducted. The organic layer was washed with brine, dried with anhydrous sodium sulfate and then concentrated at reduced pressure. The resulting residue was purified by silica gel column chromatography ... As a reaction SMILES: [C:1]([O:5][C:6]([N:8]([CH2:16][C:17]1[CH:18]=[C:19]([NH:28][C:29]([NH2:31])=[S:30])[CH:20]=[CH:21][C:22]=1[N:23]1[CH:27]=[CH:26][CH:25]=[CH:24]1)[C:9]([O:11][C:12]([CH3:15])([CH3:14])[CH3:13])=[O:10])=[O:7])([CH3:4])([CH3:3])[CH3:2].[CH2:32](I)[CH3:33]>CC(C)=O>[C:12]([O:11][C:9]([N:8]([CH2:16][C:17]1[CH:18]=[C:19]([NH:28][C:29](=[NH:31])[S:30][CH2:32][CH3:33])[CH:20]=[CH:21][C:22]=1[N:23]1[CH:24]=[CH:25][CH:26]=[CH:27]1)[C:6]([O:5][C:1]([CH3:2])([CH3:3])[CH3:4])=[O:7])=[O:10])([CH3:15])([CH3:14])[CH3:13]. The product is C(C)(C)(C)OC(=O)N(C(=O)OC(C)(C)C)CC=1C=C(C=CC1N1C=CC=C1)NC(SCC)=N (N-(3-(di-(tert-butoxycarbonyl)aminomethyl)-4-(pyrrol-1-yl)phenyl)-S-ethylisothiourea). Yield: 77.0%. Starting materials: C(C)(C)(C)OC(=O)N(C(=O)OC(C)(C)C)CC=1C=C(C=CC1N1C=CC=C1)NC(=S)N (N-(3-(di-(tert-butoxycarbonyl)aminomethyl)-4-(pyrrol-1-yl)phenyl)thiourea), C(C)I (ethyl iodide).